From a dataset of the Open Reaction Database (ORD), a public repository of structured organic reaction records. describe an organic reaction: reactants, conditions, products, and yield Reactants: Cl, CCCCC(CCO)C(F)(F)F, Cc1ccc(S(=O)(=O)Cl)cc1, c1ccncc1. Product: CCCCC(CCOS(=O)(=O)c1ccc(C)cc1)C(F)(F)F. Reaction SMILES: [ClH:24].[F:1][C:2]([CH:3]([CH2:4][CH2:5][OH:6])[CH2:7][CH2:8][CH2:9][CH3:10])([F:11])[F:12].[c:13]1([CH3:23])[cH:14][cH:15][c:16]([S:19](=[O:20])(=[O:21])[Cl:22])[cH:17][cH:18]1.[cH:25]1[cH:26][cH:27][n:28][cH:29][cH:30]1>>[F:1][C:2]([CH:3]([CH2:4][CH2:5][O:6][S:19]([c:16]1[cH:15][cH:14][c:13]([CH3:23])[cH:18][cH:17]1)(=[O:20])=[O:21])[CH2:7][CH2:8][CH2:9][CH3:10])([F:11])[F:12]. Reactants: C(C)(C)(C)OC(=O)N1CCC=2C(=NNC2CC1)C1=CC=C(C=C1)Cl (3-(4-chloro-phenyl)-4,5,7,8-tetrahydro-1H-1,2,6-triaza-azulene-6-carboxylic acid tert-butyl ester), [N+](=O)([O-])C=1C=C(CBr)C=CC1 (3-nitrobenzyl bromide), C(=O)([O-])[O-].[Cs+].[Cs+] (Cs2CO3). Product: ClC1=CC=C(C=C1)C1=NN(C=2CCNCCC12)CC1=CC(=CC=C1)[N+](=O)[O-] (3-(4-Chloro-phenyl)-1-(3-nitro-benzyl)-1,4,5,6,7,8-hexahydro-1,2,6-triaza-azulene). Yield: 4.5%. Reaction SMILES: C(OC([N:8]1[CH2:17][CH2:16][C:15]2[NH:14][N:13]=[C:12]([C:18]3[CH:23]=[CH:22][C:21]([Cl:24])=[CH:20][CH:19]=3)[C:11]=2[CH2:10][CH2:9]1)=O)(C)(C)C.[N+:25]([C:28]1[CH:29]=[C:30]([CH:33]=[CH:34][CH:35]=1)[CH2:31]Br)([O-:27])=[O:26].C([O-])([O-])=O.[Cs+].[Cs+]>>[Cl:24][C:21]1[CH:20]=[CH:19][C:18]([C:12]2[C:11]3[CH2:10][CH2:9][NH:8][CH2:17][CH2:16][C:15]=3[N:14]([CH2:31][C:30]3[CH:33]=[CH:34][CH:35]=[C:28]([N+:25]([O-:27])=[O:26])[CH:29]=3)[N:13]=2)=[CH:23][CH:22]=1 |f:2.3.4|. Procedure: The title compound (0.005 g) was prepared from 3-(4-chloro-phenyl)-4,5,7,8-tetrahydro-1H-1,2,6-triaza-azulene-6-carboxylic acid tert-butyl ester (Example 59, Step C, 0.1 g) using 3-nitrobenzyl bromide (0.09 g) in place of benzyl chloride and Cs2CO3 (0.2 g) in place of NaH. MS (ESI): exact mass calculated for C20H19ClN4O2, 382.12. found, m/z 383.1 [M+H]+. 1H NMR (500 MHz, CD3OD): 8.07-8.05 (m, 1H), 7.91-7.87 (m, 1H), 7.50 (t, J=7.9 Hz, 1H), 7.44-7.38 (m, 3H), 7.36-7.33 (m, 2H), 5.41 (s, 2H), 2.88... The reactants are CO, [O-]Cl, [I-], [K+], [Na+], [Na+], [OH-], O=C(O)c1cccc(O)c1. Yields the product O=C(O)c1ccc(I)c(O)c1. Reaction SMILES: [CH3:18][OH:19].[Cl:15][O-:16].[I-:4].[K+:17].[Na+:2].[Na+:3].[OH-:1].[OH:5][C:6](=[O:7])[c:8]1[cH:9][cH:10][cH:11][c:12]([OH:13])[cH:14]1>>[I:4][c:11]1[cH:10][cH:9][c:8]([C:6]([OH:5])=[O:7])[cH:14][c:12]1[OH:13]. Reactants: OC1=C(C(=C(C=O)C=C1)[N+](=O)[O-])OC (4-hydroxy-3-methoxy-2-nitrobenzaldehyde), C([O-])([O-])=O.[K+].[K+] (potassium carbonate), Br.C(C)N(CCBr)CC (2-(diethylamino)ethylbromide hydrobromide), C(C)(=O)OCC.Cl (hydrogen chloride-ethyl acetate). Solvent: CN(C)C=O (DMF), C(C)(=O)OCC (ethyl acetate). Run at temperature 60 celsius, time 4 hour. Yields the product Cl.C(C)N(CC)CCOC1=C(C(=C(C=O)C=C1)[N+](=O)[O-])OC (4-(diethylamino) ethoxy-3-methoxy-2-nitrobenzaldehyde hydrochloride). The yield is 29.0%. Reaction SMILES: [OH:1][C:2]1[CH:9]=[CH:8][C:5]([CH:6]=[O:7])=[C:4]([N+:10]([O-:12])=[O:11])[C:3]=1[O:13][CH3:14].C(=O)([O-])[O-].[K+].[K+].Br.[CH2:22]([N:24]([CH2:28][CH3:29])[CH2:25][CH2:26]Br)[CH3:23].C(OCC)(=O)C.[ClH:36]>CN(C=O)C.C(OCC)(=O)C>[ClH:36].[CH2:22]([N:24]([CH2:28][CH2:29][O:1][C:2]1[CH:9]=[CH:8][C:5]([CH:6]=[O:7])=[C:4]([N+:10]([O-:12])=[O:11])[C:3]=1[O:13][CH3:14])[CH2:25][CH3:26])[CH3:23] |f:1.2.3,4.5,6.7,10.11|. Procedure: A solution of 4-hydroxy-3-methoxy-2-nitrobenzaldehyde (4.4 g, 22 mmol) in DMF (30 mL) was added with potassium carbonate (6.2 g, 24 mmol) and 2-(diethylamino)ethylbromide hydrobromide (6.2 g, 45 mmol), followed by stirring at 60° C. for 4 hours. Further, the reaction mixture was concentrated, added with water and extracted with ethyl acetate. The organic layer was washed with saturated brine, dried over anhydrous sodium sulfate and concentrated to obtain crude product. The obtained product was d... Reactants: Cc1cc(Cl)c(OCCOc2ccc(CC(CN(C(=O)[O-])C(C)(C)C)c3ccc(-c4ccccc4CCC#N)cc3C)cc2)c(Cl)c1, CC#N, C[Si](C)(C)I, [Na+], O=C([O-])O. Product: Cc1cc(Cl)c(OCCOc2ccc(CC(CN)c3ccc(-c4ccccc4CCC#N)cc3C)cc2)c(Cl)c1. RXN SMILES: [C:1]([N:5]([C:2](=[O:3])[O-:4])[CH2:9][CH:10]([CH2:11][c:12]1[cH:13][cH:14][c:15]([O:18][CH2:19][CH2:20][O:21][c:22]2[c:23]([Cl:30])[cH:24][c:25]([CH3:29])[cH:26][c:27]2[Cl:28])[cH:16][cH:17]1)[c:31]1[c:32]([CH3:47])[cH:33][c:34](-[c:37]2[c:38]([CH2:43][CH2:44][C:45]#[N:46])[cH:39][cH:40][cH:41][cH:42]2)[cH:35][cH:36]1)([CH3:6])([CH3:7])[CH3:8].[CH3:53][C:54]#[N:55].[I:48][Si:49]([CH3:50])([CH3:51])[CH3:52].[Na+:60].[O-:56][C:57]([OH:58])=[O:59]>>[NH2:5][CH2:9][CH:10]([CH2:11][c:12]1[cH:13][cH:14][c:15]([O:18][CH2:19][CH2:20][O:21][c:22]2[c:23]([Cl:30])[cH:24][c:25]([CH3:29])[cH:26][c:27]2[Cl:28])[cH:16][cH:17]1)[c:31]1[c:32]([CH3:47])[cH:33][c:34](-[c:37]2[c:38]([CH2:43][CH2:44][C:45]#[N:46])[cH:39][cH:40][cH:41][cH:42]2)[cH:35][cH:36]1. Starting materials: C(C)C=1C(NC(NC1OC1=CC(=CC(=C1)C)C)=O)=O (5-Ethyl-6-(3,5-dimethylphenoxy)-2,4-pyrimidinedione), [Si](C)(C)(C(C)(C)C)OCC1CCC=C1CBr ((5-t-butyldimethylsilyloxymethylcyclopent-1-en-1-yl)methyl bromide). Product: OCC1CCC=C1CN1C(NC(C(=C1OC1=CC(=CC(=C1)C)C)CC)=O)=O (1-[(5-Hydroxymethylcyclopent-1-en-1-yl)methyl]-5-ethyl-6-(3,5-dimethyphenoxy)-2,4-pyrimidinedione). Yield: 21.3%. As a reaction SMILES: [CH2:1]([C:3]1[C:4](=[O:19])[NH:5][C:6](=[O:18])[NH:7][C:8]=1[O:9][C:10]1[CH:15]=[C:14]([CH3:16])[CH:13]=[C:12]([CH3:17])[CH:11]=1)[CH3:2].[Si]([O:27][CH2:28][CH:29]1[C:33]([CH2:34]Br)=[CH:32][CH2:31][CH2:30]1)(C(C)(C)C)(C)C>>[OH:27][CH2:28][CH:29]1[C:33]([CH2:34][N:7]2[C:8]([O:9][C:10]3[CH:11]=[C:12]([CH3:17])[CH:13]=[C:14]([CH3:16])[CH:15]=3)=[C:3]([CH2:1][CH3:2])[C:4](=[O:19])[NH:5][C:6]2=[O:18])=[CH:32][CH2:31][CH2:30]1. Reported procedure: 5-Ethyl-6-(3,5-dimethylphenoxy)-2,4-pyrimidinedione and (5-t-butyldimethylsilyloxymethylcyclopent-1-en-1-yl)methyl bromide were reacted by the same method with example 6 to obtain the titled compound (52 mg). Starting materials: Cc1ccc(C(=O)N2CCc3nnc(NN)cc3C2)cc1, O=C1CCCCC1. The product is Cc1ccc(C(=O)N2CCc3nnc(NN=C4CCCCC4)cc3C2)cc1. RXN SMILES: [NH:1]([NH2:2])[c:3]1[cH:4][c:5]2[c:6]([n:7][n:8]1)[CH2:9][CH2:10][N:11]([C:13](=[O:14])[c:15]1[cH:16][cH:17][c:18]([CH3:21])[cH:19][cH:20]1)[CH2:12]2.[O:22]=[C:23]1[CH2:24][CH2:25][CH2:26][CH2:27][CH2:28]1>>[NH:1]([N:2]=[C:23]1[CH2:24][CH2:25][CH2:26][CH2:27][CH2:28]1)[c:3]1[cH:4][c:5]2[c:6]([n:7][n:8]1)[CH2:9][CH2:10][N:11]([C:13](=[O:14])[c:15]1[cH:16][cH:17][c:18]([CH3:21])[cH:19][cH:20]1)[CH2:12]2. Run in O (water), CO (MeOH). Starting materials: C(CCC)OC(=O)C=1N=C(C2=CC(=CC=C2C1O)OC1=CC=C(C=C1)F)C#N (1-cyano-7-(4-fluoro-phenoxy)-4-hydroxy-isoquinoline-3-carboxylic acid butyl ester), C(C)(C)(C)OC(C(CN)(C)C)=O (3-Amino-2,2-dimethyl-propionic acid tert-butyl ester), Cl (HCl). Conditions: time 1 hour. RXN SMILES: C(O[C:6]([C:8]1[N:9]=[C:10]([C:27]#[N:28])[C:11]2[C:16]([C:17]=1[OH:18])=[CH:15][CH:14]=[C:13]([O:19][C:20]1[CH:25]=[CH:24][C:23]([F:26])=[CH:22][CH:21]=1)[CH:12]=2)=[O:7])CCC.C([O:33][C:34](=[O:40])[C:35]([CH3:39])([CH3:38])[CH2:36][NH2:37])(C)(C)C.Cl>CO.O>[C:27]([C:10]1[C:11]2[C:16](=[CH:15][CH:14]=[C:13]([O:19][C:20]3[CH:21]=[CH:22][C:23]([F:26])=[CH:24][CH:25]=3)[CH:12]=2)[C:17]([OH:18])=[C:8]([C:6]([NH:37][CH2:36][C:35]([CH3:39])([CH3:38])[C:34]([OH:40])=[O:33])=[O:7])[N:9]=1)#[N:28]. Procedure: A mixture of 1-cyano-7-(4-fluoro-phenoxy)-4-hydroxy-isoquinoline-3-carboxylic acid butyl ester (80 mg, 0.21 mmol) (prepared according to U.S. Pat. No. 7,928,120) and 3-Amino-2,2-dimethyl-propionic acid tert-butyl ester (71 mg, 0.41 mmol) in MeOH (1.5 mL) was microwaved at 120° C. For 1 h. Reaction mixture was diluted with water (80 mL), acidified by 1 N HCl and then extracted with EtOAc. Organic layer was washed with brine, dried over MgSO4, filtered and concentrated. Residue was then treated wi... Yield: 100.0%. The product is C(#N)C1=NC(=C(C2=CC=C(C=C12)OC1=CC=C(C=C1)F)O)C(=O)NCC(C(=O)O)(C)C (3{-[1-Cyano-7-(4-fluoro-phenoxy)-4-hydroxy-isoquinoline-3-carbonyl]-amino}-2,2-dimethyl-propionic acid).